From a dataset of the Open Reaction Database (ORD), a public repository of structured organic reaction records. describe an organic reaction: reactants, conditions, products, and yield The reactants are CS(=O)(=O)C1=CC=C(CNC(=O)C2=NC(=C(C(=C2)N)C(=CC#C[Si](C)(C)C)[Si](C)(C)C)OCC)C=C1 (4-Amino-5-(1,4-bis-trimethylsilanyl-but-1-en-3-ynyl)-6-ethoxy-pyridine-2-carboxylic acid 4-methanesulfonyl-benzylamide), [F-].C(CCC)[N+](CCCC)(CCCC)CCCC (tetrabutyl ammonium fluoride), O (water), C(C)(=O)OCC (ethyl acetate). Solvent: O1CCCC1 (tetrahydrofuran). Conditions: time 8 hour. Yields the product NC1=CC(=NC(=C1\C=C\C#C)OCC)C(=O)NCC1=CC=C(C=C1)S(=O)(=O)C (4-amino-5-[(1E)-but-1-en-3-ynyl]-6-ethoxy-N-[4-(methylsulfonyl)benzyl]pyridine-2-carboxamide). The yield is 92.6%. As a reaction SMILES: [CH3:1][S:2]([C:5]1[CH:36]=[CH:35][C:8]([CH2:9][NH:10][C:11]([C:13]2[CH:18]=[C:17]([NH2:19])[C:16]([C:20]([Si](C)(C)C)=[CH:21][C:22]#[C:23][Si](C)(C)C)=[C:15]([O:32][CH2:33][CH3:34])[N:14]=2)=[O:12])=[CH:7][CH:6]=1)(=[O:4])=[O:3].[F-].C([N+](CCCC)(CCCC)CCCC)CCC.O.C(OCC)(=O)C>O1CCCC1>[NH2:19][C:17]1[C:16](/[CH:20]=[CH:21]/[C:22]#[CH:23])=[C:15]([O:32][CH2:33][CH3:34])[N:14]=[C:13]([C:11]([NH:10][CH2:9][C:8]2[CH:35]=[CH:36][C:5]([S:2]([CH3:1])(=[O:4])=[O:3])=[CH:6][CH:7]=2)=[O:12])[CH:18]=1 |f:1.2|. Procedure: To a solution of compound from Example 274A (28 mg, 0.05 mmol) in tetrahydrofuran (5 ml) was added tetrabutyl ammonium fluoride (52 mg, 0.2 mmol). The mixture was stirred at room temperature for overnight, and then water and ethyl acetate (20 ml, 1:1) were added. The organic layer was washed with brine and dried over MgSO4. The crude product was purified by reverse phase HPLC (10 mM ammonium acetate, 5% acetonitrile in H2O/CH3CN) to give the titled compound (18.5 mg, 90%). 1H NMR (300 MHz, DMSO-... Reactants: CO, O=[N+]([O-])c1ccc(F)c2cnccc12, [H][H]. The product is Nc1ccc(F)c2cnccc12. As a reaction SMILES: [CH3:17][OH:18].[F:1][c:2]1[cH:3][cH:4][c:5]([N+:12]([O-:13])=[O:14])[c:6]2[cH:7][cH:8][n:9][cH:10][c:11]12.[H:15][H:16]>>[F:1][c:2]1[cH:3][cH:4][c:5]([NH2:12])[c:6]2[cH:7][cH:8][n:9][cH:10][c:11]12. Product: COC(NCCC(C=C(C)C)O)=O ((±)-(3-hydroxy-5-methyl-hex-4-enyl)carbamic acid methyl ester). As a reaction SMILES: [NH2:1][CH2:2][CH2:3][CH:4]([OH:9])[CH:5]=[C:6]([CH3:8])[CH3:7].C(N(C(C)C)CC)(C)C.Cl[C:20]([O:22][CH3:23])=[O:21].C(=O)([O-])O.[Na+]>ClCCl>[CH3:23][O:22][C:20](=[O:21])[NH:1][CH2:2][CH2:3][CH:4]([OH:9])[CH:5]=[C:6]([CH3:8])[CH3:7] |f:3.4|. Procedure: (±)-1-Amino-5-methyl-hex-4-en-3-ol (28.5 g, 219 mmol) and diisopropyl ethylamine (45.9 mL, 263 mmol) were dissolved in dichloromethane (400 mL) and cooled on an ice bath. Methyl chloroformate (17 mL, 219 mmol) in dichloromethane (20 mL) was added slowly. The mixture was stirred for 2 h. at 0° C. A saturated aqueous solution of sodium hydrogencarbonate was added and the phases separated. The aqueous phase was extracted twice with dichloromethane. The organic phases were dried, filtered and evapor... Reaction conditions: temperature 0 celsius, time 2 hour. The reactants are ClC(=O)OC (Methyl chloroformate), C(O)([O-])=O.[Na+] (sodium hydrogencarbonate), NCCC(C=C(C)C)O ((±)-1-Amino-5-methyl-hex-4-en-3-ol), C(C)(C)N(CC)C(C)C (diisopropyl ethylamine). Solvent: ClCCl (dichloromethane), ClCCl (dichloromethane). The yield is 94.9%. The reactants are FC1(CN(C1)C=1C(=CC(=NC1)C(=O)O)OCC(F)(F)F)F (5-(3,3-difluoroazetidin-1-yl)-4-(2,2,2-trifluoroethoxy)pyridine-2-carboxylic acid), NC(C(=O)N)C(C)(C)C (2-Amino-3,3-dimethyl-butyramide), Cl (hydrochloride). The product is NC(C(C(C)(C)C)NC(=O)C1=NC=C(C(=C1)OCC(F)(F)F)N1CC(C1)(F)F)=O (N-(1-amino-3,3-dimethyl-1-oxobutan-2-yl)-5-(3,3-difluoroazetidin-1-yl)-4-(2,2,2-trifluoroethoxy)pyridine-2-carboxamide). RXN SMILES: [F:1][C:2]1([F:21])[CH2:5][N:4]([C:6]2[C:7]([O:15][CH2:16][C:17]([F:20])([F:19])[F:18])=[CH:8][C:9]([C:12](O)=[O:13])=[N:10][CH:11]=2)[CH2:3]1.[NH2:22][CH:23]([C:27]([CH3:30])([CH3:29])[CH3:28])[C:24]([NH2:26])=[O:25].Cl>>[NH2:26][C:24](=[O:25])[CH:23]([NH:22][C:12]([C:9]1[CH:8]=[C:7]([O:15][CH2:16][C:17]([F:20])([F:19])[F:18])[C:6]([N:4]2[CH2:5][C:2]([F:1])([F:21])[CH2:3]2)=[CH:11][N:10]=1)=[O:13])[C:27]([CH3:30])([CH3:29])[CH3:28]. Reported procedure: The title compound was synthesized in analogy to Example 112e, using 5-(3,3-difluoroazetidin-1-yl)-4-(2,2,2-trifluoroethoxy)pyridine-2-carboxylic acid (example 223b) and 2-Amino-3,3-dimethyl-butyramide; hydrochloride (CAN 113582-42-6) as starting materials and isolated (32 mg, 47%); MS (ESI, m/z): 425.3 (M+H+). Procedure: A solution of 2,2,2-trifluoroethylisothiocyanate (1.4 g.) in acetone (20 ml.) was added to a solution of methanesulphonamide (0.95 g.) and sodium hydroxide (0.44 g.) in water (10 ml.) and the mixture stirred and heated under reflux for 18 hours, and then evaporated to dryness. The residue was dissolved in water and the solution washed with ethyl acetate and then acidified with concentrated hydrochloric acid. The mixture was extracted three times with ethyl acetate and the combined extracts dried... The yield is 19.2%. RXN SMILES: [F:1][C:2]([F:8])([F:7])[CH2:3][N:4]=[C:5]=[S:6].[CH3:9][S:10]([NH2:13])(=[O:12])=[O:11].[OH-].[Na+]>CC(C)=O.O>[CH3:9][S:10]([NH:13][C:5]([NH:4][CH2:3][C:2]([F:8])([F:7])[F:1])=[S:6])(=[O:12])=[O:11] |f:2.3|. Reactants: FC(CN=C=S)(F)F (2,2,2-trifluoroethylisothiocyanate), CS(=O)(=O)N (methanesulphonamide), [OH-].[Na+] (sodium hydroxide). The product is CS(=O)(=O)NC(=S)NCC(F)(F)F (1-methanesulphonyl-3-(2,2,2-trifluoroethyl)thiourea). The solvent is CC(=O)C (acetone), O (water).